Dataset: the Open Reaction Database (ORD), a public repository of structured organic reaction records. Task: describe an organic reaction: reactants, conditions, products, and yield Reactants: [N+](=O)([O-])C (nitromethane), [Si](C)(C)(C(C)(C)C)OC[C@H]1N(C[C@H](C(=C1)COC(=O)OCC)O)C(=O)OC(C)(C)C ((2S,5S)-tert-butyl 2-((tert-butyldimethylsilyloxy)methyl)-4-((ethoxycarbonyloxy)methyl)-5-hydroxy-5,6-dihydropyridine-1(2H)-carboxylate), [Si](C)(C)(C(C)(C)C)OC[C@H]1N(C[C@H](C(=C1)COC(=O)OCC)O)C(=O)OC(C)(C)C ((2S,5S)-tert-butyl 2-((tert-butyldimethylsilyloxy)methyl)-4-((ethoxycarbonyloxy)methyl)-5-hydroxy-5,6-dihydropyridine-1(2H)-carboxylate). The reagents and catalysts are C=1C=CC(=CC1)/C=C/C(=O)/C=C/C2=CC=CC=C2.C=1C=CC(=CC1)/C=C/C(=O)/C=C/C2=CC=CC=C2.C=1C=CC(=CC1)/C=C/C(=O)/C=C/C2=CC=CC=C2.[Pd].[Pd] (Pd2(dba)3). Conditions: time 18 hour. Yields the product [Si](C)(C)(C(C)(C)C)OC[C@H]1N(C[C@H](C(=C1)CC[N+](=O)[O-])O)C(=O)OC(C)(C)C ((2S,5S)-tert-butyl 2-((tert-butyldimethylsilyloxy)methyl)-5-hydroxy-4-(2-nitroethyl)-5,6-dihydropyridine-1(2H)-carboxylate), oil. Isolated yield 44.3%. Reaction SMILES: [Si:1]([O:8][CH2:9][C@@H:10]1[CH:15]=[C:14]([CH2:16]OC(OCC)=O)[C@H:13]([OH:23])[CH2:12][N:11]1[C:24]([O:26][C:27]([CH3:30])([CH3:29])[CH3:28])=[O:25])([C:4]([CH3:7])([CH3:6])[CH3:5])([CH3:3])[CH3:2].[N+:31]([CH3:34])([O-:33])=[O:32]>C1C=CC(/C=C/C(/C=C/C2C=CC=CC=2)=O)=CC=1.C1C=CC(/C=C/C(/C=C/C2C=CC=CC=2)=O)=CC=1.C1C=CC(/C=C/C(/C=C/C2C=CC=CC=2)=O)=CC=1.[Pd].[Pd]>[Si:1]([O:8][CH2:9][C@@H:10]1[CH:15]=[C:14]([CH2:16][CH2:34][N+:31]([O-:33])=[O:32])[C@H:13]([OH:23])[CH2:12][N:11]1[C:24]([O:26][C:27]([CH3:28])([CH3:30])[CH3:29])=[O:25])([C:4]([CH3:7])([CH3:6])[CH3:5])([CH3:3])[CH3:2] |f:2.3.4.5.6|. Reported procedure: (2S,5S)-tert-butyl 2-((tert-butyldimethylsilyloxy)methyl)-4-((ethoxycarbonyloxy)methyl)-5-hydroxy-5,6-dihydropyridine-1(2H)-carboxylate (Intermediate 218, 14.5 g, 32.54 mmol) was taken up in nitromethane (100 ml, 1854.52 mmol) and degassed for 5 minutes. Pd2(dba)3 (1.49 g, 1.63 mmol) was added and the reaction mixture was stirred under nitrogen at room temperature for 18 hrs. Reaction mixture was dried directly onto silica and purified by flash chromatography using 0-50% EtOAc/Hexanes. The title... The reactants are BrB(Br)Br, CCOC(=O)c1cc(-c2sc(-c3ccccc3)nc2COC)n[nH]1, ClCCl. Product: CCOC(=O)c1cc(-c2sc(-c3ccccc3)nc2CBr)n[nH]1. As a reaction SMILES: [B:25]([Br:26])([Br:27])[Br:28].[CH2:1]([CH3:2])[O:3][C:4](=[O:5])[c:6]1[nH:7][n:8][c:9](-[c:11]2[c:12]([CH2:22][O:23][CH3:24])[n:13][c:14](-[c:16]3[cH:17][cH:18][cH:19][cH:20][cH:21]3)[s:15]2)[cH:10]1.[Cl:29][CH2:30][Cl:31]>>[CH2:1]([CH3:2])[O:3][C:4](=[O:5])[c:6]1[nH:7][n:8][c:9](-[c:11]2[c:12]([CH2:22][Br:26])[n:13][c:14](-[c:16]3[cH:17][cH:18][cH:19][cH:20][cH:21]3)[s:15]2)[cH:10]1. Reactants: ClCCl, Nc1ccc(N2CCCC2=O)cc1, O, O=C(O)c1n[nH]c2ccccc12. Yields the product O=C(Nc1ccc(N2CCCC2=O)cc1)c1n[nH]c2ccccc12. RXN SMILES: [Cl:27][CH2:28][Cl:29].[NH2:13][c:14]1[cH:15][cH:16][c:17]([N:20]2[C:21](=[O:25])[CH2:22][CH2:23][CH2:24]2)[cH:18][cH:19]1.[OH2:26].[nH:1]1[n:2][c:3]([C:10](=[O:11])[OH:12])[c:4]2[cH:5][cH:6][cH:7][cH:8][c:9]12>>[nH:1]1[n:2][c:3]([C:10](=[O:12])[NH:13][c:14]2[cH:15][cH:16][c:17]([N:20]3[C:21](=[O:25])[CH2:22][CH2:23][CH2:24]3)[cH:18][cH:19]2)[c:4]2[cH:5][cH:6][cH:7][cH:8][c:9]12. Product: CCc1cc(C2OC(n3cnc4c(NCCC(C)(C)C)nc(NCCc5cn(C)cn5)nc43)C(O)C2O)on1, O=CO, O=CO. Reaction SMILES: [CH2:14]([CH3:15])[c:16]1[n:17][o:18][c:19]([CH:21]2[O:22][CH:23]([n:28]3[c:29]4[n:30][c:31]([NH:43][CH2:44][CH2:45][c:46]5[n:47][cH:48][n:49]([CH3:51])[cH:50]5)[n:32][c:33]([NH:37][CH:38]([CH2:39][CH3:40])[CH2:41][CH3:42])[c:34]4[n:35][cH:36]3)[CH:24]([OH:27])[CH:25]2[OH:26])[cH:20]1.[CH3:1][C:2]([CH2:3][CH2:4][NH2:5])([CH3:6])[CH3:7].[CH:11](=[O:12])[OH:13].[CH:8](=[O:9])[OH:10]>>[CH3:1][C:2]([CH2:3][CH2:4][NH:5][c:33]1[n:32][c:31]([NH:43][CH2:44][CH2:45][c:46]2[n:47][cH:48][n:49]([CH3:51])[cH:50]2)[n:30][c:29]2[n:28]([CH:23]3[O:22][CH:21]([c:19]4[o:18][n:17][c:16]([CH2:14][CH3:15])[cH:20]4)[CH:25]([OH:26])[CH:24]3[OH:27])[cH:36][n:35][c:34]21)([CH3:6])[CH3:7].[CH:11](=[O:12])[OH:13].[CH:8](=[O:9])[OH:10]. Starting materials: CCc1cc(C2OC(n3cnc4c(NC(CC)CC)nc(NCCc5cn(C)cn5)nc43)C(O)C2O)on1, CC(C)(C)CCN, O=CO, O=CO. Starting materials: C(#N)[BH3-].[Na+] (sodium cyanoborohydride), NC1=C(N=CN1)C(=O)N (5-Aminoimidazole-4-carboxamide), C(CCC)OC1=CC=CC(=N1)C=O (6-butoxypyridine-2-carbaldehyde), C(C)(=O)O (acetic acid). Product: C(CCC)OC1=CC=CC(=N1)CNC=1N=CNC1C(=O)N (4-{[(6-Butoxypyridin-2-yl)methyl]amino}-1H-imidazole-5-carboxamide). Run in C(C)O (ethanol). As a reaction SMILES: [NH2:1][C:2]1[NH:6][CH:5]=[N:4][C:3]=1[C:7]([NH2:9])=[O:8].[CH2:10]([O:14][C:15]1[N:20]=[C:19]([CH:21]=O)[CH:18]=[CH:17][CH:16]=1)[CH2:11][CH2:12][CH3:13].C(O)(=O)C.C([BH3-])#N.[Na+]>C(O)C>[CH2:10]([O:14][C:15]1[N:20]=[C:19]([CH2:21][NH:1][C:2]2[N:6]=[CH:5][NH:4][C:3]=2[C:7]([NH2:9])=[O:8])[CH:18]=[CH:17][CH:16]=1)[CH2:11][CH2:12][CH3:13] |f:3.4|. Procedure details: 5-Aminoimidazole-4-carboxamide (0.30 g, 2.4 mmol) was added to the solution of 6-butoxypyridine-2-carbaldehyde (0.43 mg, 2.4 mmol, obtained from Example 17(d)) in anhydrous ethanol (30 mL) and the reaction mixture was refluxed. After 2 h, the reaction mixture was concentrated in vacuo. The light pink solid was suspended in anhydrous ethanol (25 mL), and acetic acid (0.27 mL, 4.8 mmol) was added. After 1.5 h, sodium cyanoborohydride (0.30 g, 4.8 mmol) was added to the mixture. After stirring o.n.... Reaction conditions: time 2 hour.